From a dataset of the Open Reaction Database (ORD), a public repository of structured organic reaction records. describe an organic reaction: reactants, conditions, products, and yield Yields the product COC(=O)C(NS(=O)(=O)c1ccc(-c2ccc(NC(=O)c3oc4ccc(Br)c(OC)c4c3C)cc2)cc1)C(C)C. The reactants are COc1c(Br)ccc2oc(C(=O)O)c(C)c12, COC(=O)C(NS(=O)(=O)c1ccc(-c2ccc(N)cc2)cc1)C(C)C, CN(C)c1ccncc1, O=C(Cl)C(=O)Cl, ClCCl. As a reaction SMILES: [Br:1][c:2]1[cH:3][cH:4][c:5]2[c:6]([c:7]([CH3:13])[c:8]([C:10](=[O:11])[OH:12])[o:9]2)[c:14]1[O:15][CH3:16].[CH3:23][O:24][C:25]([CH:26]([CH:27]([CH3:28])[CH3:29])[NH:30][S:31](=[O:32])(=[O:33])[c:34]1[cH:35][cH:36][c:37](-[c:40]2[cH:41][cH:42][c:43]([NH2:46])[cH:44][cH:45]2)[cH:38][cH:39]1)=[O:47].[CH3:48][N:49]([CH3:50])[c:51]1[cH:52][cH:53][n:54][cH:55][cH:56]1.[Cl:17][C:18]([C:19]([Cl:20])=[O:21])=[O:22].[Cl:57][CH2:58][Cl:59]>>[Br:1][c:2]1[cH:3][cH:4][c:5]2[c:6]([c:7]([CH3:13])[c:8]([C:10](=[O:12])[NH:46][c:43]3[cH:42][cH:41][c:40](-[c:37]4[cH:36][cH:35][c:34]([S:31]([NH:30][CH:26]([C:25]([O:24][CH3:23])=[O:47])[CH:27]([CH3:28])[CH3:29])(=[O:32])=[O:33])[cH:39][cH:38]4)[cH:45][cH:44]3)[o:9]2)[c:14]1[O:15][CH3:16]. Reagents/catalysts: [O-2].[Fe+2] (iron oxide). The solvent is O (water). Reported procedure: To optionally decided weight 25% of sulfuric acid (H2SO4) was dissolved aluminum hydroxide (Al(OH)3 xH2O, molecular weight:77.99) consisting of 21.03% of aluminum oxide (Al2O3), 41.65% of Silicic acid (SiO4), 5.48% of potassium (K2), 2.70% of red iron oxide (Fe2O3), 20.85% of sulfuric acid (H2SO4), and 0.63% of water. The resulting composition was mixed with potassium sulphate (K2SO4) to produce potassium alum. The potassium alum again was mixed with aluminum silicate by a mixing ratio of 1:3 an... Yields the product [O-]S(=O)(=O)[O-].[O-]S(=O)(=O)[O-].[Al+3].[K+] (potassium alum). Starting materials: [Si](O)(O)(O)O (Silicic acid), [K] (potassium), S(=O)(=O)([O-])[O-].[K+].[K+] (potassium sulphate), S(O)(O)(=O)=O (sulfuric acid), [OH-].[Al+3].[OH-].[OH-] (aluminum hydroxide), [O-2].[Al+3].[O-2].[O-2].[Al+3] (aluminum oxide), S(O)(O)(=O)=O (sulfuric acid). Reaction SMILES: [S:1](=[O:5])(=[O:4])([OH:3])[OH:2].[OH-].[Al+3:7].[OH-].[OH-].[O-2].[Al+3].[O-2].[O-2].[Al+3].[Si](O)(O)(O)O.[K].[S:21]([O-:25])([O-:24])(=[O:23])=[O:22].[K+:26].[K+]>[O-2].[Fe+2].O>[O-:4][S:1]([O-:5])(=[O:3])=[O:2].[O-:24][S:21]([O-:25])(=[O:23])=[O:22].[Al+3:7].[K+:26] |f:1.2.3.4,5.6.7.8.9,12.13.14,15.16,18.19.20.21,^1:19|. The reactants are [Al+3], [F-], [H-], [H-], [H-], [H-], [Li+], [Na+], O=C1CCn2nccc2N1, C1CCOC1, O. Product: c1cc2n(n1)CCCN2. RXN SMILES: [Al+3:12].[F-:17].[H-:11].[H-:14].[H-:15].[H-:16].[Li+:13].[Na+:18].[O:1]=[C:2]1[NH:3][c:4]2[n:5]([n:8][cH:9][cH:10]2)[CH2:6][CH2:7]1.[O:20]1[CH2:21][CH2:22][CH2:23][CH2:24]1.[OH2:19]>>[CH2:2]1[NH:3][c:4]2[n:5]([n:8][cH:9][cH:10]2)[CH2:6][CH2:7]1. The reactants are 5, C1CCOC1 (THF), ClC1=CC=C(CNC(=O)C2=CN(C3=CC=C(C=C3C2=O)C#CCO)CCO)C=C1 (N-(4-chlorobenzyl)-1-(2-hydroxyethyl)-6-(3-hydroxy-1-propynyl)-4-oxo-1,4-dihydro-3-quinolinecarboxamide), oxide. The solvent is CO (methanol). Reaction conditions: time 2 hour. Yields the product ClC1=CC=C(CNC(=O)C2=CN(C3=CC=C(C=C3C2=O)CCCO)CCO)C=C1 (N-(4-Chlorobenzyl)-1-(2-hydroxyethyl)-6-(3-hydroxypropyl)-4-oxo-1,4-dihydro-3-quinolinecarboxamide). RXN SMILES: [Cl:1][C:2]1[CH:29]=[CH:28][C:5]([CH2:6][NH:7][C:8]([C:10]2[C:19](=[O:20])[C:18]3[C:13](=[CH:14][CH:15]=[C:16]([C:21]#[C:22][CH2:23][OH:24])[CH:17]=3)[N:12]([CH2:25][CH2:26][OH:27])[CH:11]=2)=[O:9])=[CH:4][CH:3]=1.C1COCC1>CO>[Cl:1][C:2]1[CH:3]=[CH:4][C:5]([CH2:6][NH:7][C:8]([C:10]2[C:19](=[O:20])[C:18]3[C:13](=[CH:14][CH:15]=[C:16]([CH2:21][CH2:22][CH2:23][OH:24])[CH:17]=3)[N:12]([CH2:25][CH2:26][OH:27])[CH:11]=2)=[O:9])=[CH:28][CH:29]=1. Procedure details: To a solution of N-(4-chlorobenzyl)-1-(2-hydroxyethyl)-6-(3-hydroxy-1-propynyl)-4-oxo-1,4-dihydro-3-quinolinecarboxamide from Preparation No. 5 (0.20 g) in a small amount of THF:methanol is added platinuim oxide (0.01 g). The mixture is placed under an atmosphere of hydrogen. After 2 hours, the mixture is filtered through Celite with THF:methanol washes. The filtrate is concentrated under reduced pressure. The residue is adsorbed onto silica and chromatographed on silica eluting with 4% to 16% m...